This data is from the Open Reaction Database (ORD), a public repository of structured organic reaction records. The task is: describe an organic reaction: reactants, conditions, products, and yield Starting materials: BrC(Br)(Br)Br, N#Cc1ccc(CO)c(OCc2ccccc2)c1, C1CCOC1, c1ccc(P(c2ccccc2)c2ccccc2)cc1. The product is N#Cc1ccc(CBr)c(OCc2ccccc2)c1. Reaction SMILES: [Br:19][C:20]([Br:21])([Br:22])[Br:23].[CH2:1]([c:2]1[cH:3][cH:4][cH:5][cH:6][cH:7]1)[O:8][c:9]1[cH:10][c:11]([C:12]#[N:13])[cH:14][cH:15][c:16]1[CH2:17][OH:18].[CH2:43]1[O:44][CH2:45][CH2:46][CH2:47]1.[c:24]1([P:25]([c:26]2[cH:27][cH:28][cH:29][cH:30][cH:31]2)[c:32]2[cH:33][cH:34][cH:35][cH:36][cH:37]2)[cH:38][cH:39][cH:40][cH:41][cH:42]1>>[CH2:1]([c:2]1[cH:3][cH:4][cH:5][cH:6][cH:7]1)[O:8][c:9]1[cH:10][c:11]([C:12]#[N:13])[cH:14][cH:15][c:16]1[CH2:17][Br:19]. Starting materials: CI (Methyl iodide), CN(C=1C=C(C(=O)NC=2C=CC(=C(C2)NC(C2=CC(=CC=C2)NS(=O)(=O)C)=O)C)C=CC1)C (N-[5-(3-dimethylaminobenzamido)-2-methylphenyl]-3-methanesulphonylaminobenzamide), C([O-])([O-])=O.[Cs+].[Cs+] (caesium carbonate), CN(C)C=O (DMF), resultant mixture. The solvent is O (water). Product: CN(C=1C=C(C(=O)NC=2C=CC(=C(C2)NC(C2=CC(=CC=C2)N(C)S(=O)(=O)C)=O)C)C=CC1)C (N-[5-(3-dimethylaminobenzamido)-2-methylphenyl]-3-(N-methylmethanesulphonylamino)benzamide). The yield is 74.4%. As a reaction SMILES: CI.[CH3:3][N:4]([CH3:35])[C:5]1[CH:6]=[C:7]([CH:32]=[CH:33][CH:34]=1)[C:8]([NH:10][C:11]1[CH:12]=[CH:13][C:14]([CH3:31])=[C:15]([NH:17][C:18](=[O:30])[C:19]2[CH:24]=[CH:23][CH:22]=[C:21]([NH:25][S:26]([CH3:29])(=[O:28])=[O:27])[CH:20]=2)[CH:16]=1)=[O:9].[C:36](=O)([O-])[O-].[Cs+].[Cs+].CN(C=O)C>O>[CH3:35][N:4]([CH3:3])[C:5]1[CH:6]=[C:7]([CH:32]=[CH:33][CH:34]=1)[C:8]([NH:10][C:11]1[CH:12]=[CH:13][C:14]([CH3:31])=[C:15]([NH:17][C:18](=[O:30])[C:19]2[CH:24]=[CH:23][CH:22]=[C:21]([N:25]([S:26]([CH3:29])(=[O:28])=[O:27])[CH3:36])[CH:20]=2)[CH:16]=1)=[O:9] |f:2.3.4|. Reported procedure: Methyl iodide (0.1 g) was added to a mixture of N-[5-(3-dimethylaminobenzamido)-2-methylphenyl]-3-methanesulphonylaminobenzamide (0.3 g), caesium carbonate (0.23 g) and DMF (20 ml) and the resultant mixture was stirred at ambient temperature for 18 hours. The reaction mixture was poured into water (250 ml). The precipitate was isolated, washed in turn with water and diethyl ether and dried under vacuum at 60° C. There was thus obtained the title compound (0.23 g); m.p. 168-169° C.; NMR Spectrum:...